This data is from the Open Reaction Database (ORD), a public repository of structured organic reaction records. The task is: describe an organic reaction: reactants, conditions, products, and yield The reactants are C(C1=CC=CC=C1)OCCCOC1=CC=C(C=C1)CCC1=C2C(=NC=C1)NN=C2O[C@H]2[C@H](OC(C(C)(C)C)=O)[C@@H](OC(C(C)(C)C)=O)[C@H](OC(C(C)(C)C)=O)[C@H](O2)COC(C(C)(C)C)=O (4-{2-[4-(3-Benzyloxypropoxy)phenyl]ethyl}-3-(2,3,4,6-tetra-O-pivaloyl-β-D-glucopyranosyloxy)-1H-pyrazolo-[3,4-b]pyridine). Reagents/catalysts: [C].[Pd] (palladium-carbon). Solvent: O1CCCC1 (tetrahydrofuran), CO (methanol). Run at time 3 hour. Yields the product OCCCOC1=CC=C(C=C1)CCC1=C2C(=NC=C1)NN=C2O[C@H]2[C@H](OC(C(C)(C)C)=O)[C@@H](OC(C(C)(C)C)=O)[C@H](OC(C(C)(C)C)=O)[C@H](O2)COC(C(C)(C)C)=O (4-{2-[4-(3-Hydroxypropoxy)phenyl]ethyl}-3-(2,3,4,6-tetra-O-pivaloyl-β-D-glucopyranosyloxy)-1-H-pyrazolo[3,4-b]pyridine). Yield: 100.0%. RXN SMILES: C([O:8][CH2:9][CH2:10][CH2:11][O:12][C:13]1[CH:18]=[CH:17][C:16]([CH2:19][CH2:20][C:21]2[CH:26]=[CH:25][N:24]=[C:23]3[NH:27][N:28]=[C:29]([O:30][C@@H:31]4[O:57][C@H:56]([CH2:58][O:59][C:60](=[O:65])[C:61]([CH3:64])([CH3:63])[CH3:62])[C@@H:48]([O:49][C:50](=[O:55])[C:51]([CH3:54])([CH3:53])[CH3:52])[C@H:40]([O:41][C:42](=[O:47])[C:43]([CH3:46])([CH3:45])[CH3:44])[C@H:32]4[O:33][C:34](=[O:39])[C:35]([CH3:38])([CH3:37])[CH3:36])[C:22]=23)=[CH:15][CH:14]=1)C1C=CC=CC=1>O1CCCC1.CO.[C].[Pd]>[OH:8][CH2:9][CH2:10][CH2:11][O:12][C:13]1[CH:14]=[CH:15][C:16]([CH2:19][CH2:20][C:21]2[CH:26]=[CH:25][N:24]=[C:23]3[NH:27][N:28]=[C:29]([O:30][C@@H:31]4[O:57][C@H:56]([CH2:58][O:59][C:60](=[O:65])[C:61]([CH3:64])([CH3:63])[CH3:62])[C@@H:48]([O:49][C:50](=[O:55])[C:51]([CH3:52])([CH3:53])[CH3:54])[C@H:40]([O:41][C:42](=[O:47])[C:43]([CH3:46])([CH3:45])[CH3:44])[C@H:32]4[O:33][C:34](=[O:39])[C:35]([CH3:36])([CH3:37])[CH3:38])[C:22]=23)=[CH:17][CH:18]=1 |f:3.4|. Procedure: 4-{2-[4-(3-Benzyloxypropoxy)phenyl]ethyl}-3-(2,3,4,6-tetra-O-pivaloyl-β-D-glucopyranosyloxy)-1H-pyrazolo-[3,4-b]pyridine (0.4 g) was dissolved in a mixed solvent of tetrahydrofuran (6 mL) and methanol (6 mL). To the solution was added 10% palladium-carbon powder (160 mg), and the mixture was stirred at room temperature under a hydrogen atmosphere for 3 hours. The insoluble material was removed by filtration, and the filtrate was concentrated under reduced pressure to give the title compound (0.3... Starting materials: FC(C1=CC=C(C=C1)N1N=C(C=C1)CO)(F)F ((1-(4-(trifluoromethyl)phenyl)-1H-pyrazol-3-yl)methanol), CC(=O)OI1(C=2C=CC=CC2C(=O)O1)(OC(=O)C)OC(=O)C (Dess-Martin periodinane). The solvent is C(Cl)Cl (CH2Cl2). Conditions: time 30 minute. The product is FC(C1=CC=C(C=C1)N1N=C(C=C1)C=O)(F)F (1-(4-(trifluoromethyl)phenyl)-1H-pyrazole-3-carbaldehyde). As a reaction SMILES: [F:1][C:2]([F:17])([F:16])[C:3]1[CH:8]=[CH:7][C:6]([N:9]2[CH:13]=[CH:12][C:11]([CH2:14][OH:15])=[N:10]2)=[CH:5][CH:4]=1.CC(OI1(OC(C)=O)(OC(C)=O)OC(=O)C2C=CC=CC1=2)=O>C(Cl)Cl>[F:17][C:2]([F:1])([F:16])[C:3]1[CH:4]=[CH:5][C:6]([N:9]2[CH:13]=[CH:12][C:11]([CH:14]=[O:15])=[N:10]2)=[CH:7][CH:8]=1. Procedure details: A 100 mL round-bottomed flask was charged with (1-(4-(trifluoromethyl)phenyl)-1H-pyrazol-3-yl)methanol 64 (0.703 g, 2.90 mmol) and 10 mL CH2Cl2. To this solution was added Dess-Martin periodinane (1.60 g, 3.77 mmol). After stirring at room temperature for 30 min, the reaction was quenched with saturated aqueous sodium thiosulfate. The layers were separated and the organics were dried and concentrated. The concentrate was passed through a short pad of silica gel rinsing with 7:1 hexanes/EtOAc to ... Starting materials: [BH4-].[Na+] (NaBH4), [Si](C)(C)(C(C)(C)C)OC[C@H]1N(CC(C(=C1)COC)=O)C(=O)OC(C)(C)C ((S)-tert-butyl 2-((tert-butyldimethylsilyloxy)methyl)-4-(methoxymethyl)-5-oxo-5,6-dihydropyridine-1(2H)-carboxylate), [Si](C)(C)(C(C)(C)C)OC[C@H]1N(CC(C(=C1)COC)=O)C(=O)OC(C)(C)C ((S)-tert-butyl 2-((tert-butyldimethylsilyloxy)methyl)-4-(methoxymethyl)-5-oxo-5,6-dihydropyridine-1(2H)-carboxylate), CeCl3. The solvent is CO (MeOH). Reaction conditions: temperature 0 celsius, time 30 minute. Yields the product [Si](C)(C)(C(C)(C)C)OC[C@H]1N(CC(C(=C1)COC)O)C(=O)OC(C)(C)C ((2S)-tert-butyl 2-((tert-butyldimethylsilyloxy)methyl)-5-hydroxy-4-(methoxymethyl)-5,6-dihydropyridine-1(2H)-carboxylate). RXN SMILES: [Si:1]([O:8][CH2:9][C@@H:10]1[CH:15]=[C:14]([CH2:16][O:17][CH3:18])[C:13](=[O:19])[CH2:12][N:11]1[C:20]([O:22][C:23]([CH3:26])([CH3:25])[CH3:24])=[O:21])([C:4]([CH3:7])([CH3:6])[CH3:5])([CH3:3])[CH3:2].[BH4-].[Na+]>CO>[Si:1]([O:8][CH2:9][C@@H:10]1[CH:15]=[C:14]([CH2:16][O:17][CH3:18])[CH:13]([OH:19])[CH2:12][N:11]1[C:20]([O:22][C:23]([CH3:26])([CH3:25])[CH3:24])=[O:21])([C:4]([CH3:6])([CH3:7])[CH3:5])([CH3:3])[CH3:2] |f:1.2|. Procedure: (S)-tert-butyl 2-((tert-butyldimethylsilyloxy)methyl)-4-(methoxymethyl)-5-oxo-5,6-dihydropyridine-1(2H)-carboxylate) (Intermediate 69, crude, 16.73 g, 43.39 mmol) was dissolved in MeOH (100 mL), cooled to 0° C. and CeCl3 (10.69 g, 43.39 mmol) was added to give a solution. Then NaBH4 (1.642 g, 43.39 mmol) was added slowly as solid, and the mixture was stirred from 0° C. to rt for 30 min. The volatile solvent was removed. The white solid was redissolved in 200 mL EtOAc and washed with sat. NaHCO3,... Starting materials: OC1=C(N(C=CC1=O)C)C(C(F)(F)F)O (3-hydroxy-1-methyl-2-(2,2,2-trifluoro-1-hydroxyethyl)pyridin-4(1H)-one), C(C=C)N (allylamine). Yields the product OC1=C(N(C=CC1=O)C)C(C(F)(F)F)NCC=C (3-hydroxy-1-methyl-2-[2,2,2-trifluoro-1-(prop-2-en-1-ylamino)ethyl]pyridin-4(1H)-one). The yield is 42.0%. RXN SMILES: [OH:1][C:2]1[C:7](=[O:8])[CH:6]=[CH:5][N:4]([CH3:9])[C:3]=1[CH:10](O)[C:11]([F:14])([F:13])[F:12].[CH2:16]([NH2:19])[CH:17]=[CH2:18]>>[OH:1][C:2]1[C:7](=[O:8])[CH:6]=[CH:5][N:4]([CH3:9])[C:3]=1[CH:10]([NH:19][CH2:16][CH:17]=[CH2:18])[C:11]([F:14])([F:13])[F:12]. Procedure details: In a similar manner, Apo7075 was prepared from 3-hydroxy-1-methyl-2-(2,2,2-trifluoro-1-hydroxyethyl)pyridin-4(1H)-one (1.0 g, 4.5 mmol) and allylamine (0.67 mL, 9.0 mmol). The title compound Apo7075 (497 mg) was obtained after purification by flash chromatography (5% MeOH in CH2Cl2 as eluant). Yield=42%; 1H NMR (400 MHz, DMSO+a few drops of D2O) δ (ppm): 7.65 (d, J=7.1 Hz, 1H), 6.24 (d, J=7.4 Hz, 1H), 5.70-5.80 (m, 1H), 5.14 (d, J=17.4 Hz, 1H), 5.06 (d, J=10.1 Hz, 1H), 4.63 (q, J=8.2 Hz, 1H), 3.... Reactants: C1(=CC=C(C=C1)C(=O)O)C1=CC=CC=C1 (4-biphenylcarboxylic acid). Reagents/catalysts: [Rh] (rhodium/alumina). The solvent is C(C)O (ethanol), CCOC(=O)C (EtOAc). The product is C1(CCCCC1)C1CCC(CC1)C(=O)O (4-Cyclohexyl-cyclohexanecarboxylic Acid). Yield: 93.5%. As a reaction SMILES: [C:1]1([C:10]2[CH:15]=[CH:14][CH:13]=[CH:12][CH:11]=2)[CH:6]=[CH:5][C:4]([C:7]([OH:9])=[O:8])=[CH:3][CH:2]=1>C(O)C.CCOC(C)=O.[Rh]>[CH:10]1([CH:1]2[CH2:6][CH2:5][CH:4]([C:7]([OH:9])=[O:8])[CH2:3][CH2:2]2)[CH2:11][CH2:12][CH2:13][CH2:14][CH2:15]1. Procedure details: Reduce a solution of 4-biphenylcarboxylic acid (10 g) in ethanol (EtOH) (175 mL) and EtOAc (30 mL) over 5% rhodium/alumina (7 g) under H2 (60 psi) for 8 days. Filter the catalyst and concentrate the solution to obtain the title compound (9.92 g). Reactants: C1CCOC1, CC(C)N, O=[N+]([O-])c1ccc(F)cc1F, [K+], [K+], O=C([O-])[O-]. The product is CC(C)Nc1cc(F)ccc1[N+](=O)[O-]. RXN SMILES: [CH2:22]1[O:23][CH2:24][CH2:25][CH2:26]1.[CH:18]([CH3:19])([CH3:20])[NH2:21].[F:1][c:2]1[c:3]([N+:9](=[O:10])[O-:11])[cH:4][cH:5][c:6]([F:8])[cH:7]1.[K+:12].[K+:13].[O-:14][C:15]([O-:16])=[O:17]>>[c:2]1([NH:21][CH:18]([CH3:19])[CH3:20])[c:3]([N+:9](=[O:10])[O-:11])[cH:4][cH:5][c:6]([F:8])[cH:7]1. Reactants: COC=1N=[N+](C(=CC1[N+](=O)[O-])C)[O-] (3-Methoxy-6-methyl-4-nitropyridazine 1-oxide), crude product, C[O-].[Na+] (sodium methoxide). Product: COC=1N=[N+](C(=CC1OC)C)[O-] (3,4-Dimethoxy-6-methylpyridazine 1-oxide). As a reaction SMILES: [CH3:1][O:2][C:3]1[N:4]=[N+:5]([O-:13])[C:6]([CH3:12])=[CH:7][C:8]=1[N+]([O-])=O.[CH3:14][O-:15].[Na+]>CO>[CH3:1][O:2][C:3]1[N:4]=[N+:5]([O-:13])[C:6]([CH3:12])=[CH:7][C:8]=1[O:15][CH3:14] |f:1.2|. Procedure: 3-Methoxy-6-methyl-4-nitropyridazine 1-oxide (1 g) was converted and worked up analogously to example 1 g). Chromatography of the crude product was unnecessary. The solvent used was methanol (30 ml), and the base sodium methoxide (as 30% solution in methanol, 1.1 ml). Yield: 900 mg LC-MS Rt: 0.29 min [M+H]+:171.1 Run in CO (methanol). Starting materials: C(=C)C(=O)C1=CC=C(C=C1)O (4-hydroxyphenyl Vinyl Ketone), C(CCCCCC)C1=CC=C(C=C1)C1=CC=C(C=C1)C(=O)O (4′-heptyl-1,1′-biphenyl-4-carboxylic acid), C1CCC(CC1)N=C=NC2CCCCC2 (DCC). Run in C(Cl)Cl (methylene chloride). Reaction conditions: time 12 hour. Product: C(=C)C(=O)C1=CC=C(C=C1)OC(=O)C1=CC=C(C=C1)C1=CC=C(C=C1)CCCCCCC (4-(4′-heptyl-1,1′-biphenyl-4-carbonyloxy)phenyl Vinyl Ketone). Yield: 19.3%. Reaction SMILES: [CH:1]([C:3]([C:5]1[CH:10]=[CH:9][C:8]([OH:11])=[CH:7][CH:6]=1)=[O:4])=[CH2:2].[CH2:12]([C:19]1[CH:24]=[CH:23][C:22]([C:25]2[CH:30]=[CH:29][C:28]([C:31](O)=[O:32])=[CH:27][CH:26]=2)=[CH:21][CH:20]=1)[CH2:13][CH2:14][CH2:15][CH2:16][CH2:17][CH3:18].C1CCC(N=C=NC2CCCCC2)CC1>C(Cl)Cl>[CH:1]([C:3]([C:5]1[CH:6]=[CH:7][C:8]([O:11][C:31]([C:28]2[CH:27]=[CH:26][C:25]([C:22]3[CH:23]=[CH:24][C:19]([CH2:12][CH2:13][CH2:14][CH2:15][CH2:16][CH2:17][CH3:18])=[CH:20][CH:21]=3)=[CH:30][CH:29]=2)=[O:32])=[CH:9][CH:10]=1)=[O:4])=[CH2:2]. Reported procedure: A mixture of 4-hydroxyphenyl vinyl ketone (c) (1 g), 4′-heptyl-1,1′-biphenyl-4-carboxylic acid (1.8 g), DCC (1.9 g) DMAP (0.1 g) and methylene chloride (30 mL) was stirred at room temperature for 12 hours. The white solid precipitated was filtrated out, and the solvent was evaporated away from the filtrate. The residue was dissolved in ethyl acetate, and washed with aqueous 2 M NaOH solution and then with water. The solvent was evaporated away, and the residue was purified through column chromat... Starting materials: CC(C)(C)OC(=O)Nc1ccc(-c2ccccc2F)cc1NC(=O)CC(=O)c1sccc1C#N, ClCCl, O=C(O)C(F)(F)F. Yields the product N#Cc1ccsc1C1=CC(=O)Nc2cc(-c3ccccc3F)ccc2N1. Reaction SMILES: [C:1]([O:2][C:3](=[O:4])[NH:7][c:8]1[c:9]([NH:21][C:22]([CH2:23][C:24](=[O:5])[c:26]2[s:27][cH:28][cH:29][c:30]2[C:31]#[N:32])=[O:33])[cH:10][c:11](-[c:14]2[c:15]([F:20])[cH:16][cH:17][cH:18][cH:19]2)[cH:12][cH:13]1)([CH3:6])([CH3:25])[CH3:34].[Cl:42][CH2:43][Cl:44].[F:35][C:36]([F:37])([F:38])[C:39]([OH:40])=[O:41]>>[NH:7]1[c:8]2[c:9]([cH:10][c:11](-[c:14]3[c:15]([F:20])[cH:16][cH:17][cH:18][cH:19]3)[cH:12][cH:13]2)[NH:21][C:22](=[O:33])[CH:23]=[C:24]1[c:26]1[s:27][cH:28][cH:29][c:30]1[C:31]#[N:32].